describe an organic reaction: reactants, conditions, products, and yield From a dataset of the Open Reaction Database (ORD), a public repository of structured organic reaction records. Reactants: BrC1=C2C=3CCC(CC3NC2=C(C=C1)C(N)=O)NC(OCC1=CC=CC=C1)=O (benzyl 5-bromo-8-carbamoyl-2,3,4,9-tetrahydro-1H-carbazol-2-ylcarbamate), CC1=C(N)C=CC=C1B1OC(C(O1)(C)C)(C)C (2-methyl-3-(4,4,5,5-tetramethyl-1,3,2-dioxaborolan-2-yl)aniline), benzyl 5-(3-amino-2-methylphenyl)-8-carbamoyl-2,3,4,9-tetrahydro-1H-carbazol-2-ylcarbamate, TFA salt, BrC1=C2C=3CCC(CC3NC2=C(C=C1)C(N)=O)NC(OCC1=CC=CC=C1)=O (benzyl 5-bromo-8-carbamoyl-2,3,4,9-tetrahydro-1H-carbazol-2-ylcarbamate), CC1=C(N)C=CC=C1B1OC(C(O1)(C)C)(C)C (2-methyl-3-(4,4,5,5-tetramethyl-1,3,2-dioxaborolan-2-yl)aniline). Product: NC=1C(=C(C=CC1)C1=C2C=3CCC(CC3NC2=C(C=C1)C(N)=O)NC(OCC1=CC=CC=C1)=O)C (benzyl 5-(3-amino-2-methylphenyl)-8-carbamoyl-2,3,4,9-tetrahydro-1H-carbazol-2-ylcarbamate). Reaction SMILES: Br[C:2]1[CH:14]=[CH:13][C:12]([C:15](=[O:17])[NH2:16])=[C:11]2[C:3]=1[C:4]1[CH2:5][CH2:6][CH:7]([NH:18][C:19](=[O:28])[O:20][CH2:21][C:22]3[CH:27]=[CH:26][CH:25]=[CH:24][CH:23]=3)[CH2:8][C:9]=1[NH:10]2.[CH3:29][C:30]1[C:36](B2OC(C)(C)C(C)(C)O2)=[CH:35][CH:34]=[CH:33][C:31]=1[NH2:32]>>[NH2:32][C:31]1[C:30]([CH3:29])=[C:36]([C:2]2[CH:14]=[CH:13][C:12]([C:15](=[O:17])[NH2:16])=[C:11]3[C:3]=2[C:4]2[CH2:5][CH2:6][CH:7]([NH:18][C:19](=[O:28])[O:20][CH2:21][C:22]4[CH:27]=[CH:26][CH:25]=[CH:24][CH:23]=4)[CH2:8][C:9]=2[NH:10]3)[CH:35]=[CH:34][CH:33]=1. Procedure: Using the procedure of Example 3-2, benzyl 5-bromo-8-carbamoyl-2,3,4,9-tetrahydro-1H-carbazol-2-ylcarbamate (Intermediate 50-4(a), 300 mg, 0.678 mmol) and 2-methyl-3-(4,4,5,5-tetramethyl-1,3,2-dioxaborolan-2-yl)aniline (Intermediate 50-1, 237 mg, 1.017 mmol) were converted into benzyl 5-(3-amino-2-methylphenyl)-8-carbamoyl-2,3,4,9-tetrahydro-1H-carbazol-2-ylcarbamate, TFA salt, isolated as a white solid after preparative HPLC purification (60 mg, 15%). 1H NMR (400 MHz, methanol-d4) δ 7.63 (1H, d... The reactants are C(C)(=O)OCC (ethyl acetate), FC1=CC(=C(C=C1C)OC)C (4-fluoro-2,5-dimethylanisol), ice water, B(Br)(Br)Br (boron tribromide). Solvent: ClCCl (dichloromethane). Conditions: time 1 hour. The product is FC1=CC(=C(C=C1C)O)C (4-Fluoro-2,5-dimethylphenol). Isolated yield 96.4%. RXN SMILES: [F:1][C:2]1[C:7]([CH3:8])=[CH:6][C:5]([O:9]C)=[C:4]([CH3:11])[CH:3]=1.B(Br)(Br)Br.C(OCC)(=O)C>ClCCl>[F:1][C:2]1[C:7]([CH3:8])=[CH:6][C:5]([OH:9])=[C:4]([CH3:11])[CH:3]=1. Procedure: 9.7 g of 4-fluoro-2,5-dimethylanisol was dissolved in 100 ml of dichloromethane and 76 ml of boron tribromide (1.0M dichloromethane solution) was added to the solution at 0° C. The resulting mixture was brought to room temperature, stirred for one hour, and poured into ice-water. 300 ml of ethyl acetate was added to the resultling mixture. The organic layer was washed with water, a saturated aqueous solution of sodium bicarbonate and brine successively, dried over magnesium sulfate. After the de... Reactants: N(=[N+]=[N-])CC1=C(C2=C(S1)C=CC=C2)C2=CC=CC=C2 (2-azidomethyl-3-phenylbenzo[b]thiophene), C1(=CC=CC=C1)P(C1=CC=CC=C1)C1=CC=CC=C1 (triphenylphosphine). Solvent: C1CCOC1 (THF), O (water). Reaction conditions: temperature 60 celsius. Yields the product C1(=CC=CC=C1)C=1C2=C(SC1CN)C=CC=C2 ((3-phenylbenzo[b]thiophen-2-yl)methanamine). The yield is 130.8%. As a reaction SMILES: [N:1]([CH2:4][C:5]1[S:9][C:8]2[CH:10]=[CH:11][CH:12]=[CH:13][C:7]=2[C:6]=1[C:14]1[CH:19]=[CH:18][CH:17]=[CH:16][CH:15]=1)=[N+]=[N-].C1(P(C2C=CC=CC=2)C2C=CC=CC=2)C=CC=CC=1>C1COCC1.O>[C:14]1([C:6]2[C:7]3[CH:13]=[CH:12][CH:11]=[CH:10][C:8]=3[S:9][C:5]=2[CH2:4][NH2:1])[CH:15]=[CH:16][CH:17]=[CH:18][CH:19]=1. Procedure: A solution of 2-azidomethyl-3-phenylbenzo[b]thiophene (244 mg, 0.92 mmol) in THF (10 mL) was treated with a solution of triphenylphosphine (302 mg, 1.15 mmol) in water (1 mL) under a nitrogen atmosphere. The mixture was heated to 60° C. for 2 h and then cooled to RT. Volatile were removed under reduced pressure and the resulting residue was loaded onto an Isolute® SCX-2 cartridge which was washed with MeOH and the product eluted with 2M NH3/MeOH. The product containing fractions were combined an... Reactants: COC(=O)C=1C=CC(=NC1)C(=O)O (5-(methoxycarbonyl)picolinic acid), COC1=CC=C(C=N1)N (6-methoxypyridin-3-amine), COC1=CC=C(C=N1)NC(=O)C1=NC=C(C(=O)OC)C=C1 (methyl 6-(6-methoxypyridin-3-ylcarbamoyl)nicotinate). Product: COC1=CC=C(C=N1)NC(=O)C1=NC=C(C(=O)O)C=C1 (6-(6-methoxypyridin-3-ylcarbamoyl)nicotinic acid). RXN SMILES: COC(C1C=CC(C(O)=O)=NC=1)=O.COC1N=CC(N)=CC=1.[CH3:23][O:24][C:25]1[N:30]=[CH:29][C:28]([NH:31][C:32]([C:34]2[CH:43]=[CH:42][C:37]([C:38]([O:40]C)=[O:39])=[CH:36][N:35]=2)=[O:33])=[CH:27][CH:26]=1>>[CH3:23][O:24][C:25]1[N:30]=[CH:29][C:28]([NH:31][C:32]([C:34]2[CH:43]=[CH:42][C:37]([C:38]([OH:40])=[O:39])=[CH:36][N:35]=2)=[O:33])=[CH:27][CH:26]=1. Procedure details: 250 mg of 5-(methoxycarbonyl)picolinic acid was coupled to 6-methoxypyridin-3-amine via Procedure G. Crude methyl 6-(6-methoxypyridin-3-ylcarbamoyl)nicotinate was hydrolyzed via Procedure M to yield 196 mg of 6-(6-methoxypyridin-3-ylcarbamoyl)nicotinic acid. 60 mg of 4-chloro-3-(pyridin-2-yl)aniline was coupled to 6-(6-methoxypyridin-3-ylcarbamoyl)nicotinic acid via Procedure G. The crude product was recrystallized to yield pure N5-(4-chloro-3-(pyridin-2-yl)phenyl)-N2-(6-methoxypyridin-3-yl)pyri...